The task is: describe an organic reaction: reactants, conditions, products, and yield. This data is from the Open Reaction Database (ORD), a public repository of structured organic reaction records. The reactants are N[C@@H]1[C@@H]([C@H](CC1)C(=O)OC)C1=CC=C(C=C1)F (Methyl 3-(S)-(amino)-2-(S)-(4-fluorophenyl)cyclopentane-1-(S)-carboxylate), CCN(C(C)C)C(C)C (DIPEA), FC(C=1C=C(CBr)C=C(C1)C(F)(F)F)(F)F (3,5-bis(trifluoromethyl)benzyl bromide). The solvent is C(C)#N (acetonitrile). The product is FC(C=1C=C(C=C(C1)C(F)(F)F)CN[C@@H]1[C@@H]([C@H](CC1)C(=O)OC)C1=CC=C(C=C1)F)(F)F (Methyl 3-(S)-((3,5-bis(trifluoromethyl)phenyl)methylamino)-2-(S)-(4-fluorophenyl)cyclopentane-1-(S)-carboxylate). Yield: 71.7%. Reaction SMILES: [NH2:1][C@H:2]1[CH2:6][CH2:5][C@H:4]([C:7]([O:9][CH3:10])=[O:8])[C@H:3]1[C:11]1[CH:16]=[CH:15][C:14]([F:17])=[CH:13][CH:12]=1.CCN(C(C)C)C(C)C.[F:27][C:28]([F:42])([F:41])[C:29]1[CH:30]=[C:31]([CH:34]=[C:35]([C:37]([F:40])([F:39])[F:38])[CH:36]=1)[CH2:32]Br>C(#N)C>[F:27][C:28]([F:41])([F:42])[C:29]1[CH:30]=[C:31]([CH2:32][NH:1][C@H:2]2[CH2:6][CH2:5][C@H:4]([C:7]([O:9][CH3:10])=[O:8])[C@H:3]2[C:11]2[CH:12]=[CH:13][C:14]([F:17])=[CH:15][CH:16]=2)[CH:34]=[C:35]([C:37]([F:38])([F:39])[F:40])[CH:36]=1. Reported procedure: A solution of 20 mg of amine from Example 63, 0.050 mL of DIPEA and 30 mg of 3,5-bis(trifluoromethyl)benzyl bromide in 1 mL of acetonitrile was stirred for 20 h in a sealed vial and evaporated. The residue was purified on a 1 mm preparative silica gel plate eluted with 20% ethyl acetate in hexanes to obtain 28 mg of title compound as an oil. Mass spec (NH3 /CI): 464 (M+1).